From a dataset of the Open Reaction Database (ORD), a public repository of structured organic reaction records. describe an organic reaction: reactants, conditions, products, and yield Starting materials: COc1cc(C)cc(Br)c1, CC1(C)C(=O)N(Br)C(=O)N1Br, Clc1ccccc1, CC(C)(C#N)N=NC(C)(C)C#N, [Na+], [Na+], O=S([O-])([O-])=S. Yields the product COc1cc(Br)cc(CBr)c1. RXN SMILES: [Br:24][c:25]1[cH:26][c:27]([O:32][CH3:33])[cH:28][c:29]([CH3:31])[cH:30]1.[CH3:1][C:2]1([CH3:3])[N:4]([Br:7])[C:5](=[O:6])[N:8]([Br:9])[C:10]1=[O:11].[Cl:41][c:42]1[cH:43][cH:44][cH:45][cH:46][cH:47]1.[N:12]#[C:13][C:14]([N:15]=[N:16][C:17]([C:18]#[N:19])([CH3:20])[CH3:21])([CH3:22])[CH3:23].[Na+:39].[Na+:40].[S:34]([O-:35])([O-:36])(=[O:37])=[S:38]>>[Br:7][CH2:31][c:29]1[cH:28][c:27]([O:32][CH3:33])[cH:26][c:25]([Br:24])[cH:30]1. Starting materials: COc1c(NC(=O)c2ccc([N+](=O)[O-])c(F)c2)cc(-c2cccnc2OCc2ccccc2)cc1C(C)(C)C, CO, [Cl-], [Fe], [NH4+], O. Yields the product COc1c(NC(=O)c2ccc(N)c(F)c2)cc(-c2cccnc2OCc2ccccc2)cc1C(C)(C)C. As a reaction SMILES: [CH2:1]([c:2]1[cH:3][cH:4][cH:5][cH:6][cH:7]1)[O:8][c:9]1[n:10][cH:11][cH:12][cH:13][c:14]1-[c:15]1[cH:16][c:17]([C:36]([CH3:37])([CH3:38])[CH3:39])[c:18]([O:34][CH3:35])[c:19]([NH:21][C:22]([c:23]2[cH:24][c:25]([F:32])[c:26]([N+:29]([O-:30])=[O:31])[cH:27][cH:28]2)=[O:33])[cH:20]1.[CH3:43][OH:44].[Cl-:40].[Fe:42].[NH4+:41].[OH2:45]>>[CH2:1]([c:2]1[cH:3][cH:4][cH:5][cH:6][cH:7]1)[O:8][c:9]1[n:10][cH:11][cH:12][cH:13][c:14]1-[c:15]1[cH:16][c:17]([C:36]([CH3:37])([CH3:38])[CH3:39])[c:18]([O:34][CH3:35])[c:19]([NH:21][C:22]([c:23]2[cH:24][c:25]([F:32])[c:26]([NH2:29])[cH:27][cH:28]2)=[O:33])[cH:20]1.